From a dataset of the Open Reaction Database (ORD), a public repository of structured organic reaction records. describe an organic reaction: reactants, conditions, products, and yield Starting materials: CCOC(=O)Cn1ccc2ccc(O)cc21, CCCCP(CCCC)CCCC, OCCCC#Cc1cccc(C(F)(F)F)c1. The product is CCOC(=O)Cn1ccc2ccc(OCCCC#Cc3cccc(C(F)(F)F)c3)cc21. As a reaction SMILES: [CH2:1]([CH3:2])[O:3][C:4]([CH2:5][n:6]1[cH:7][cH:8][c:9]2[cH:10][cH:11][c:12]([OH:15])[cH:13][c:14]12)=[O:16].[CH2:33]([P:34]([CH2:35][CH2:36][CH2:37][CH3:38])[CH2:39][CH2:40][CH2:41][CH3:42])[CH2:43][CH2:44][CH3:45].[F:17][C:18]([c:19]1[cH:20][c:21]([C:25]#[C:26][CH2:27][CH2:28][CH2:29][OH:30])[cH:22][cH:23][cH:24]1)([F:31])[F:32]>>[CH2:1]([CH3:2])[O:3][C:4]([CH2:5][n:6]1[cH:7][cH:8][c:9]2[cH:10][cH:11][c:12]([O:15][CH2:29][CH2:28][CH2:27][C:26]#[C:25][c:21]3[cH:20][c:19]([C:18]([F:17])([F:31])[F:32])[cH:24][cH:23][cH:22]3)[cH:13][c:14]12)=[O:16]. Reactants: N1(C=CC=C1)CCNC(C)=O (N-[2-(1H-pyrrol-1-yl)ethyl]acetamide), [OH-].[Na+] (sodium hydroxide), [H-].[Al+3].[Li+].[H-].[H-].[H-] (lithium aluminum hydride), O (water), O (water). Run in O1CCCC1 (tetrahydrofuran), C(C)OCC (diethyl ether). Run at time 8 hour. Product: C(C)NCCN1C=CC=C1 (N-ETHYL-2-(1H-PYRROL-1-YL)ETHANAMINE). RXN SMILES: [H-].[Al+3].[Li+].[H-].[H-].[H-].[N:7]1([CH2:12][CH2:13][NH:14][C:15](=O)[CH3:16])[CH:11]=[CH:10][CH:9]=[CH:8]1.O.[OH-].[Na+]>C(OCC)C.O1CCCC1>[CH2:15]([NH:14][CH2:13][CH2:12][N:7]1[CH:11]=[CH:10][CH:9]=[CH:8]1)[CH3:16] |f:0.1.2.3.4.5,8.9|. Procedure details: To a stirred suspension of lithium aluminum hydride (10 g) in dry diethyl ether (500 ml) is added dropwise a solution of N-[2-(1H-pyrrol-1-yl)ethyl]acetamide (10 g, described in Example 1) in dry tetrahydrofuran (250 ml). The mixture is refluxed for 3 hr, stirred overnight at room temperature, and decomposed with 10 ml of water, 10 ml of 15% sodium hydroxide, and 30 ml of water. The resultant slurry is stirred for 90 min and filtered. The filtrate is dried over magnesium chloride and evaporated ... Reactants: CCOC(C)=O, Clc1nccnc1Cl, NCC1CCN(C(=O)OCc2ccc(F)cc2)CC1. The product is O=C(OCc1ccc(F)cc1)N1CCC(CNc2nccnc2Cl)CC1. RXN SMILES: [CH3:28][CH2:29][O:30][C:31](=[O:32])[CH3:33].[Cl:1][c:2]1[n:3][cH:4][cH:5][n:6][c:7]1[Cl:8].[NH2:9][CH2:10][CH:11]1[CH2:12][CH2:13][N:14]([C:17](=[O:18])[O:19][CH2:20][c:21]2[cH:22][cH:23][c:24]([F:27])[cH:25][cH:26]2)[CH2:15][CH2:16]1>>[c:2]1([NH:9][CH2:10][CH:11]2[CH2:12][CH2:13][N:14]([C:17](=[O:18])[O:19][CH2:20][c:21]3[cH:22][cH:23][c:24]([F:27])[cH:25][cH:26]3)[CH2:15][CH2:16]2)[n:3][cH:4][cH:5][n:6][c:7]1[Cl:8]. The reactants are NC1[C@@H]2N(C(=CCS2)C(=O)O)C1=O (7-amino-3-cephem-4-carboxylic acid), C[Si](C)(C)CC(=O)N (trimethylsilylacetamide), C[Si](C)(C)C(C(=O)N)[Si](C)(C)C (bis(trimethylsilyl)acetamide), resultant solution, P(=O)(Cl)(Cl)Cl (phosphorylchloride), C(=O)NC=1SC=C(N1)C(C(=O)O)=NOCCNC(=O)OC(C)(C)C (2-(2-formamidothiazol-4-yl)-2-(2-tert-butoxycarbonylaminoethoxyimino)acetic acid). Solvent: C(C)(=O)OCC (ethyl acetate), C(C)(=O)OCC (ethyl acetate), O (Water), C(C)(=O)OCC (ethyl acetate), CN(C=O)C (N,N-Dimethylformamide). Reaction conditions: time 1.5 hour. The product is C(=O)NC=1SC=C(N1)C(C(=O)NC1[C@@H]2N(C(=CCS2)C(=O)O)C1=O)=NOCCNC(=O)OC(C)(C)C (7-[2-(2-formamidothiazol-4-yl)-2-(2-tertbutoxycarbonylaminoethoxyimino)acetamido]-3-cephem-4-carboxylic acid). Yield: 60.2%. RXN SMILES: P(Cl)(Cl)(Cl)=O.[CH:6]([NH:8][C:9]1[S:10][CH:11]=[C:12]([C:14](=[N:18][O:19][CH2:20][CH2:21][NH:22][C:23]([O:25][C:26]([CH3:29])([CH3:28])[CH3:27])=[O:24])[C:15]([OH:17])=O)[N:13]=1)=[O:7].[NH2:30][CH:31]1[C:41](=[O:42])[N:33]2[C:34]([C:38]([OH:40])=[O:39])=[CH:35][CH2:36][S:37][C@H:32]12.C[Si](CC(N)=O)(C)C.C[Si](C([Si](C)(C)C)C(N)=O)(C)C>C(OCC)(=O)C.O.CN(C)C=O>[CH:6]([NH:8][C:9]1[S:10][CH:11]=[C:12]([C:14](=[N:18][O:19][CH2:20][CH2:21][NH:22][C:23]([O:25][C:26]([CH3:29])([CH3:28])[CH3:27])=[O:24])[C:15]([NH:30][CH:31]2[C:41](=[O:42])[N:33]3[C:34]([C:38]([OH:40])=[O:39])=[CH:35][CH2:36][S:37][C@H:32]23)=[O:17])[N:13]=1)=[O:7]. Procedure details: N,N-Dimethylformamide (0.19 g.), phosphorylchloride (0.40 g.), 2-(2-formamidothiazol-4-yl)-2-(2-tert-butoxycarbonylaminoethoxyimino)acetic acid (syn isomer, 0.72 g.) and ethyl acetate (8.5 ml.) were treated in a similar manner to that of Example 1-(1) to give an activated acid solution. The solution was added to a solution of 7-amino-3-cephem-4-carboxylic acid (0.40 g.), trimethylsilylacetamide (1.35 g.), and bis(trimethylsilyl)acetamide (1.2 ml.) in ethyl acetate (4 ml.) at -10° C., and stirred... The reactants are O=C(Nc1cc(F)c(Oc2ccncc2Br)cc1F)c1cccn(-c2ccc(F)cc2)c1=O, O=C([O-])[O-], CC1(C)OB(c2cnn(CC#N)c2)OC1(C)C, [K+], [K+], [Na+], O=C([O-])O, C1COCCO1, O, c1ccc(P(c2ccccc2)(c2ccccc2)[Pd](P(c2ccccc2)(c2ccccc2)c2ccccc2)(P(c2ccccc2)(c2ccccc2)c2ccccc2)P(c2ccccc2)(c2ccccc2)c2ccccc2)cc1. The product is N#CCn1cc(-c2cnccc2Oc2cc(F)c(NC(=O)c3cccn(-c4ccc(F)cc4)c3=O)cc2F)cn1. Reaction SMILES: [Br:1][c:2]1[cH:3][n:4][cH:5][cH:6][c:7]1[O:8][c:9]1[cH:10][c:11]([F:33])[c:12]([NH:16][C:17](=[O:18])[c:19]2[c:20](=[O:32])[n:21](-[c:25]3[cH:26][cH:27][c:28]([F:31])[cH:29][cH:30]3)[cH:22][cH:23][cH:24]2)[cH:13][c:14]1[F:15].[C:51](=[O:52])([O-:53])[O-:54].[CH3:34][C:35]1([CH3:36])[C:37]([CH3:38])([CH3:39])[O:40][B:41]([c:42]2[cH:43][n:44][n:45]([CH2:47][C:48]#[N:49])[cH:46]2)[O:50]1.[K+:55].[K+:56].[Na+:61].[O-:57][C:58]([OH:59])=[O:60].[O:62]1[CH2:63][CH2:64][O:65][CH2:66][CH2:67]1.[OH2:68].[cH:69]1[cH:70][cH:71][c:72]([P:73]([Pd:74]([P:75]([c:76]2[cH:77][cH:78][cH:79][cH:80][cH:81]2)([c:82]2[cH:83][cH:84][cH:85][cH:86][cH:87]2)[c:88]2[cH:89][cH:90][cH:91][cH:92][cH:93]2)([P:94]([c:95]2[cH:96][cH:97][cH:98][cH:99][cH:100]2)([c:101]2[cH:102][cH:103][cH:104][cH:105][cH:106]2)[c:107]2[cH:108][cH:109][cH:110][cH:111][cH:112]2)[P:113]([c:114]2[cH:115][cH:116][cH:117][cH:118][cH:119]2)([c:120]2[cH:121][cH:122][cH:123][cH:124][cH:125]2)[c:126]2[cH:127][cH:128][cH:129][cH:130][cH:131]2)([c:132]2[cH:133][cH:134][cH:135][cH:136][cH:137]2)[c:138]2[cH:139][cH:140][cH:141][cH:142][cH:143]2)[cH:144][cH:145]1>>[c:2]1(-[c:42]2[cH:43][n:44][n:45]([CH2:47][C:48]#[N:49])[cH:46]2)[cH:3][n:4][cH:5][cH:6][c:7]1[O:8][c:9]1[cH:10][c:11]([F:33])[c:12]([NH:16][C:17](=[O:18])[c:19]2[c:20](=[O:32])[n:21](-[c:25]3[cH:26][cH:27][c:28]([F:31])[cH:29][cH:30]3)[cH:22][cH:23][cH:24]2)[cH:13][c:14]1[F:15]. Reactants: N1=C(C=NC=C1)C(=O)N[C@@H](CC1=CC=CC=C1)C(=O)N[C@@H](CC1=CC=CC=C1)C(=O)O (N-pyrazineformyl-L-phenylalanyl-L-phenylalanine), LeuBdiol-NH2, C=1C=CC2=C(C1)N=NN2O (HOBt), Cl.C(C)N=C=NCCCN(C)C (1-ethyl-(3-dimethylaminopropyl)carbodiimide hydrochloride). The solvent is C1CCOC1 (THF). Product: C(C)(C)N(C(C)C)CC (N,N-diisopropylethylamine). Isolated yield 200.0%. As a reaction SMILES: N1C=CN=CC=1C(N[C@H:10]([C:18]([NH:20][C@H:21]([C:29](O)=O)[CH2:22]C1C=CC=CC=1)=O)CC1C=CC=CC=1)=O.[CH:32]1[CH:33]=CC2N(O)N=NC=2[CH:37]=1.Cl.C(N=C=NCCCN(C)C)C>C1COCC1>[CH:32]([N:20]([CH2:18][CH3:10])[CH:21]([CH3:22])[CH3:29])([CH3:33])[CH3:37] |f:2.3|. Reported procedure: N-pyrazineformyl-L-phenylalanyl-L-phenylalanine (0.42 g, 1 mmol) of Preparation example 5 was dissolved in 7 ml of THF, HOBt (0.16 g, 1.2 mmol) and 1-ethyl-(3-dimethylaminopropyl)carbodiimide hydrochloride (0.29 g, 1.5 mmol) were added at −20° C., then reacted for 30 min followed by addition of LeuBdiol-NH2 (0.3 g, 1 mmol) obtained in Preparation example 42 and N,N-diisopropylethylamine (0.26 g, 2 mmol), the mixture was stirred overnight at −20° C. TLC monitored the reaction, the after the react... Reactants: O=C1CCC(=O)N1Br, O=C(OOC(=O)c1ccccc1)c1ccccc1, ClC(Cl)(Cl)Cl, Cc1ccc(F)cc1C#N. The product is N#Cc1cc(F)ccc1CBr. Reaction SMILES: [Br:11][N:12]1[C:13](=[O:14])[CH2:15][CH2:16][C:17]1=[O:18].[C:19]([O:20][O:21][C:22](=[O:23])[c:24]1[cH:25][cH:26][cH:27][cH:28][cH:29]1)(=[O:30])[c:31]1[cH:32][cH:33][cH:34][cH:35][cH:36]1.[C:37]([Cl:38])([Cl:39])([Cl:40])[Cl:41].[F:1][c:2]1[cH:3][cH:4][c:5]([CH3:10])[c:6]([C:7]#[N:8])[cH:9]1>>[F:1][c:2]1[cH:3][cH:4][c:5]([CH2:10][Br:11])[c:6]([C:7]#[N:8])[cH:9]1. The reactants are CC(=O)O, Clc1ccc2ccccc2n1, Nc1ccc(Cl)c(C(=O)O)c1. Product: O=C(O)c1cc(Nc2ccc3ccccc3n2)ccc1Cl. As a reaction SMILES: [CH3:23][C:24](=[O:25])[OH:26].[Cl:1][c:2]1[n:3][c:4]2[cH:5][cH:6][cH:7][cH:8][c:9]2[cH:10][cH:11]1.[NH2:12][c:13]1[cH:14][cH:15][c:16]([Cl:22])[c:17]([C:18](=[O:19])[OH:20])[cH:21]1>>[c:2]1([NH:12][c:13]2[cH:14][cH:15][c:16]([Cl:22])[c:17]([C:18](=[O:19])[OH:20])[cH:21]2)[n:3][c:4]2[cH:5][cH:6][cH:7][cH:8][c:9]2[cH:10][cH:11]1. Starting materials: C(C1=CC=CC=C1)=O (benzaldehyde), C(C=C)#N (acrylonitrile), C[O-].[Na+] (sodium methoxide). Yields the product C1(=CC=CC=C1)C(=C(C#N)COC)C1=CC=CC=C1 (phenyl methoxymethyl cinnamonitrile). RXN SMILES: [CH:1](=O)[C:2]1[CH:7]=[CH:6][CH:5]=[CH:4][CH:3]=1.[C:9](#[N:12])[CH:10]=[CH2:11].[CH3:13][O-:14].[Na+]>>[C:2]1([C:1]([C:2]2[CH:7]=[CH:6][CH:5]=[CH:4][CH:3]=2)=[C:10]([CH2:11][O:14][CH3:13])[C:9]#[N:12])[CH:7]=[CH:6][CH:5]=[CH:4][CH:3]=1 |f:2.3|. Reported procedure: In the procedure of Scheme C, benzaldehyde a is treated with acrylonitrile in the presence of sodium methoxide in step 1 to afford a phenyl methoxymethyl cinnamonitrile compound g, which in turn is reacted with guanidine in step 2 to yield the diaminopyrimidine r. Diamino pyrimidine r is a compound of formula (I) in which X is —CH2—, Y is —NH2 and R6, R7 and R8 are hydrogen.